Dataset: the Open Reaction Database (ORD), a public repository of structured organic reaction records. Task: describe an organic reaction: reactants, conditions, products, and yield Starting materials: C(C1=CC=CC=C1)(=O)O[C@H]1[C@H](O[C@H]([C@@H]1OC(C1=CC=CC=C1)=O)N1C2=NC(=NC(=C2N=C1)NCC(C1=CC=CC=C1)C1=CC=CC=C1)C#N)C(=O)NCC ((2S,3R,4R,5R)-4-(benzoyloxy)-5-{2-cyano-6-[(2,2-diphenylethyl)amino]-9H-purin-9-yl}-2-[(ethylamino)carbonyl]tetrahydro-3-furanyl benzoate), CN (methylamine). The reagents and catalysts are [Pd] (Palladium on carbon). Run in C(C)O (ethanol). Run at time 16 hour. The product is N (ammonia), C1(=CC=CC=C1)C(CNC1=C2N=CN(C2=NC(=N1)CNC)[C@H]1[C@@H]([C@@H]([C@H](O1)C(=O)NCC)O)O)C1=CC=CC=C1 ((2S,3S,4R,5R)-5-{6-[(2,2-Diphenylethyl)amino]-2-[(methylamino)methyl]-9H-purin-9-yl}-N-ethyl-3,4-dihydroxytetrahydro-2-furancarboxamide). Reaction SMILES: C([O:9][C@@H:10]1[C@@H:14]([O:15]C(=O)C2C=CC=CC=2)[C@H:13]([N:24]2[CH:32]=[N:31][C:30]3[C:25]2=[N:26][C:27]([C:48]#[N:49])=[N:28][C:29]=3[NH:33][CH2:34][CH:35]([C:42]2[CH:47]=[CH:46][CH:45]=[CH:44][CH:43]=2)[C:36]2[CH:41]=[CH:40][CH:39]=[CH:38][CH:37]=2)[O:12][C@@H:11]1[C:50]([NH:52][CH2:53][CH3:54])=[O:51])(=O)C1C=CC=CC=1.[CH3:55]N>[Pd].C(O)C>[NH3:24].[C:36]1([CH:35]([C:42]2[CH:43]=[CH:44][CH:45]=[CH:46][CH:47]=2)[CH2:34][NH:33][C:29]2[N:28]=[C:27]([CH2:48][NH:49][CH3:55])[N:26]=[C:25]3[C:30]=2[N:31]=[CH:32][N:24]3[C@@H:13]2[O:12][C@H:11]([C:50]([NH:52][CH2:53][CH3:54])=[O:51])[C@@H:10]([OH:9])[C@H:14]2[OH:15])[CH:41]=[CH:40][CH:39]=[CH:38][CH:37]=1. Procedure: 10% Palladium on carbon (0.2 g) was added to a solution of (2S,3R,4R,5R)-4-(benzoyloxy)-5-{2-cyano-6-[(2,2-diphenylethyl)amino]-9H-purin-9-yl}-2-[(ethylamino)carbonyl]tetrahydro-3-furanyl benzoate (1.0 g, 1.4 mmol) (Preparation 7) in 33% w/w methylamine in ethanol (75 ml). The reaction mixture was stirred under an atmosphere of hydrogen gas (4414 kPa, 60 psi) for 16 hours at room temperature. The solid was filtered off and the solvent was removed from the filtrate under reduced pressure. The res... The reactants are [I-].C1(=CC=CC=C1)[P+](CC)(CC)C1=CC=CC=C1 (diphenyldiethylphosphonium iodide), [OH-] (hydroxide), anionic exchange resin. Solvent: O (water). The product is solution, [OH-].C1(=CC=CC=C1)[P+](CC)(CC)C1=CC=CC=C1 (diphenyldiethylphosphonium hydroxide). Yield: 96.0%. Reaction SMILES: [I-].[C:2]1([P+:8]([C:13]2[CH:18]=[CH:17][CH:16]=[CH:15][CH:14]=2)([CH2:11][CH3:12])[CH2:9][CH3:10])[CH:7]=[CH:6][CH:5]=[CH:4][CH:3]=1.[OH-:19]>O>[OH-:19].[C:13]1([P+:8]([C:2]2[CH:3]=[CH:4][CH:5]=[CH:6][CH:7]=2)([CH2:11][CH3:12])[CH2:9][CH3:10])[CH:14]=[CH:15][CH:16]=[CH:17][CH:18]=1 |f:0.1,4.5|. Procedure details: This 98.45 g of diphenyldiethylphosphonium iodide was then dissolved in water, and converted to the corresponding hydroxide with 270 g of an anionic exchange resin in batch overnight, yielding 271.75 g of a 0.94 M solution of diphenyldiethylphosphonium hydroxide (96% of exchange yield) The diphenyldiethylphosphonium hydroxide was used as SDA source. Reported procedure: A solution of sodium methoxide prepared from sodium (0.23 g., 0.01 gram atom) and 15 ml. of methanol is mixed with a solution of 4'-[1-hydroxy-2-[(2-phenoxyethyl)amino]ethyl]methanesulfonanilide (3.5 g., 0.01 mole) in 50 ml. of methanol. Anhydrous ether is added to precipitate the sodium salt or the methanolic solution is concentrated under reduced pressure to provide 4'-[1-hydroxy-2-[(2-phenoxyethyl)amino]ethyl]methanesulfonanilide sodium salt. The reactants are CO (methanol), C[O-].[Na+] (sodium methoxide), [Na] (sodium), CO (methanol), OC(CNCCOC1=CC=CC=C1)C1=CC=C(NS(=O)(=O)C)C=C1 (4'-[1-hydroxy-2-[(2-phenoxyethyl)amino]ethyl]methanesulfonanilide). The product is [Na].OC(CNCCOC1=CC=CC=C1)C1=CC=C(NS(=O)(=O)C)C=C1 (4'-[1-hydroxy-2-[(2-phenoxyethyl)amino]ethyl]methanesulfonanilide sodium salt). Reaction SMILES: C[O-].[Na+].[Na:4].CO.[OH:7][CH:8]([C:20]1[CH:30]=[CH:29][C:23]([NH:24][S:25]([CH3:28])(=[O:27])=[O:26])=[CH:22][CH:21]=1)[CH2:9][NH:10][CH2:11][CH2:12][O:13][C:14]1[CH:19]=[CH:18][CH:17]=[CH:16][CH:15]=1>CCOCC>[Na:4].[OH:7][CH:8]([C:20]1[CH:21]=[CH:22][C:23]([NH:24][S:25]([CH3:28])(=[O:27])=[O:26])=[CH:29][CH:30]=1)[CH2:9][NH:10][CH2:11][CH2:12][O:13][C:14]1[CH:15]=[CH:16][CH:17]=[CH:18][CH:19]=1 |f:0.1,6.7,^1:3,35|. The solvent is CCOCC (ether). Reactants: NC=1N=C(C2=C(N1)SC(=N2)C2=CC=C(C=C2)F)N2CCNCC2 (5-amino-2-(4-fluorophenyl)-7-piperazin-1-yl-thiazolo[5,4-d]pyrimidine), C(C)(C)N(CC)C(C)C (diisopropylethylamine), O(C1=CC=CC=C1)CC(=O)Cl (phenoxyacetyl chloride). The solvent is CN(C)C=O (DMF). Reaction conditions: time 4 hour. The product is NC=1N=C(C2=C(N1)SC(=N2)C2=CC=C(C=C2)F)N2CCN(CC2)C(COC2=CC=CC=C2)=O (5-amino-2-(4-fluorophenyl)-7-(4-(2-phenoxyacetyl)-piperazin-1-yl)-thiazolo[5,4-d]pyrimidine). The yield is 43.1%. RXN SMILES: [NH2:1][C:2]1[N:3]=[C:4]([N:18]2[CH2:23][CH2:22][NH:21][CH2:20][CH2:19]2)[C:5]2[N:10]=[C:9]([C:11]3[CH:16]=[CH:15][C:14]([F:17])=[CH:13][CH:12]=3)[S:8][C:6]=2[N:7]=1.C(N(C(C)C)CC)(C)C.[O:33]([CH2:40][C:41](Cl)=[O:42])[C:34]1[CH:39]=[CH:38][CH:37]=[CH:36][CH:35]=1>CN(C=O)C>[NH2:1][C:2]1[N:3]=[C:4]([N:18]2[CH2:23][CH2:22][N:21]([C:41](=[O:42])[CH2:40][O:33][C:34]3[CH:39]=[CH:38][CH:37]=[CH:36][CH:35]=3)[CH2:20][CH2:19]2)[C:5]2[N:10]=[C:9]([C:11]3[CH:12]=[CH:13][C:14]([F:17])=[CH:15][CH:16]=3)[S:8][C:6]=2[N:7]=1. Procedure: To a solution of 5-amino-2-(4-fluorophenyl)-7-piperazin-1-yl-thiazolo[5,4-d]pyrimidine (50 mg, 0.15 mmol) in DMF (2 ml) was added diisopropylethylamine (0.33 mmol, 55 μL) followed by phenoxyacetyl chloride (0.17 mmol). The reaction was stirred at room temperature for 4 hours after which the solvent was removed in vacuo. The resulting residue was purified by flash chromatography on silica, the mobile phase being a mixture of methanol and dichloromethane (in a ratio gradually ranging from 100% CH2... The product is O=C(Cl)C1Cc2cc(F)ccc2O1. RXN SMILES: [CH3:18][c:19]1[cH:20][cH:21][cH:22][cH:23][cH:24]1.[F:5][c:6]1[cH:7][cH:8][c:9]2[c:10]([cH:17]1)[CH2:11][CH:12]([C:14](=[O:15])[OH:16])[O:13]2.[S:1]([Cl:2])([Cl:3])=[O:4]>>[Cl:3][C:14]([CH:12]1[CH2:11][c:10]2[c:9]([cH:8][cH:7][c:6]([F:5])[cH:17]2)[O:13]1)=[O:15]. The reactants are Cc1ccccc1, O=C(O)C1Cc2cc(F)ccc2O1, O=S(Cl)Cl. Reactants: BrC1=C(C=CC2=CC(=CC=C12)C=1N=C(SC1Br)C1=CC=CC=C1)OC(C(=O)OC)CC1=CC=CC=C1 (methyl 2-{[1-bromo-6-(5-bromo-2-phenyl-1,3-thiazol-4-yl)-2-naphthyl]oxy}-3-phenylpropanoate), [OH-].[Na+] (NaOH). The solvent is C1CCOC1 (THF), CO (methanol), O (water). The product is BrC1=C(C=CC2=CC(=CC=C12)C=1N=C(SC1Br)C1=CC=CC=C1)OC(C(=O)O)CC1=CC=CC=C1 (2-{[1-Bromo-6-(5-bromo-2-phenyl-1,3-thiazol-4-yl)-2-naphthyl]oxy}-3-phenylpropanoic acid). Yield: 51.9%. Reaction SMILES: [Br:1][C:2]1[C:11]2[C:6](=[CH:7][C:8]([C:12]3[N:13]=[C:14]([C:18]4[CH:23]=[CH:22][CH:21]=[CH:20][CH:19]=4)[S:15][C:16]=3[Br:17])=[CH:9][CH:10]=2)[CH:5]=[CH:4][C:3]=1[O:24][CH:25]([CH2:30][C:31]1[CH:36]=[CH:35][CH:34]=[CH:33][CH:32]=1)[C:26]([O:28]C)=[O:27].[OH-].[Na+]>C1COCC1.CO.O>[Br:1][C:2]1[C:11]2[C:6](=[CH:7][C:8]([C:12]3[N:13]=[C:14]([C:18]4[CH:19]=[CH:20][CH:21]=[CH:22][CH:23]=4)[S:15][C:16]=3[Br:17])=[CH:9][CH:10]=2)[CH:5]=[CH:4][C:3]=1[O:24][CH:25]([CH2:30][C:31]1[CH:32]=[CH:33][CH:34]=[CH:35][CH:36]=1)[C:26]([OH:28])=[O:27] |f:1.2|. Procedure details: A mixture of methyl 2-{[1-bromo-6-(5-bromo-2-phenyl-1,3-thiazol-4-yl)-2-naphthyl]oxy}-3-phenylpropanoate (134 mg, 0.215 mmol), prepared in the previous step, and 1 N NaOH (323 μL, 0.323 mmol) in 10 mL of THF plus 10 mL of methanol plus 5 mL of water was refluxed under nitrogen 2 h. The reaction was filtered, acidified with 1 N HCl and then concentrated under reduced pressure to remove the THF and methanol. The solid present was collected by filtration, rinsed with water and dried under reduced p...